Dataset: the Open Reaction Database (ORD), a public repository of structured organic reaction records. Task: describe an organic reaction: reactants, conditions, products, and yield RXN SMILES: [F:1][C:2]1[C:31]([F:32])=[CH:30][CH:29]=[CH:28][C:3]=1[CH2:4][NH:5][C:6]1[C:11]([C:12]([NH2:14])=[O:13])=[CH:10][N:9]=[C:8]([NH:15][C:16]2[CH:21]=[CH:20][C:19]([CH:22]3[CH2:27][CH2:26][NH:25][CH2:24][CH2:23]3)=[CH:18][CH:17]=2)[CH:7]=1.CCN(C(C)C)C(C)C.F[C:43]1[CH:48]=[CH:47][CH:46]=[CH:45][N:44]=1.C(O)(C(F)(F)F)=O>CN1C(=O)CCC1>[F:1][C:2]1[C:31]([F:32])=[CH:30][CH:29]=[CH:28][C:3]=1[CH2:4][NH:5][C:6]1[C:11]([C:12]([NH2:14])=[O:13])=[CH:10][N:9]=[C:8]([NH:15][C:16]2[CH:17]=[CH:18][C:19]([CH:22]3[CH2:23][CH2:24][N:25]([C:43]4[CH:48]=[CH:47][CH:46]=[CH:45][N:44]=4)[CH2:26][CH2:27]3)=[CH:20][CH:21]=2)[CH:7]=1. Reaction conditions: temperature 125 celsius, time 1 day. Run in CN1CCCC1=O (NMP). The product is FC1=C(CNC2=CC(=NC=C2C(=O)N)NC2=CC=C(C=C2)C2CCN(CC2)C2=NC=CC=C2)C=CC=C1F (4-(2,3-difluorobenzylamino)-6-(4-(1-(pyridin-2-yl)piperidin-4-yl)phenylamino)nicotinamide). Reported procedure: The mixture of 4-(2,3-difluorobenzylamino)-6-(4-(piperidin-4-yl)phenylamino)nicotinamide (Example 209) (55 mg, 0.11 mmol), DIEA (0.1 mL, 0.55 mmol), 2-fluoropyridine (110 mg, 1.10 mmol) in 3 mL NMP was stirred in a sealed tube at 125° C. for 1 day. It was acidified with TFA and subjected to reverse phase preparative HPLC to isolate the title compound. MS found for C29H28F2N6O as (M+H)+ 515.4. UV: λ=249, 306 nm. 1H NMR: (CD3OD) δ 8.17 (1H, s), 8.00-7.94 (2H, m), 7.39 (1H, d, J=9.2 Hz), 7.36 (2H, ... Starting materials: C(=O)(C(F)(F)F)O (TFA), FC1=C(CNC2=CC(=NC=C2C(=O)N)NC2=CC=C(C=C2)C2CCNCC2)C=CC=C1F (4-(2,3-difluorobenzylamino)-6-(4-(piperidin-4-yl)phenylamino)nicotinamide), CCN(C(C)C)C(C)C (DIEA), FC1=NC=CC=C1 (2-fluoropyridine). The reactants are CCOC(C)=O, CS(C)=O, C[S+](C)(C)=O, COC1(C(=O)c2ccc(Cl)cc2)CC1, [H-], [I-], [Na+]. Product: COC1(C2(c3ccc(Cl)cc3)CO2)CC1. RXN SMILES: [CH3:23][CH2:24][O:25][C:26](=[O:27])[CH3:28].[CH3:29][S:30](=[O:31])[CH3:32].[CH3:4][S+:5]([CH3:6])([CH3:7])=[O:8].[Cl:9][c:10]1[cH:11][cH:12][c:13]([C:16](=[O:17])[C:18]2([O:21][CH3:22])[CH2:19][CH2:20]2)[cH:14][cH:15]1.[H-:1].[I-:3].[Na+:2]>>[Cl:9][c:10]1[cH:11][cH:12][c:13]([C:16]2([C:18]3([O:21][CH3:22])[CH2:19][CH2:20]3)[O:17][CH2:23]2)[cH:14][cH:15]1. The reactants are ClCCCOC1=CC=C(C=C1)F (1-(3-chloropropoxy)-4-fluorobenzene), NC1=CC(=C(C(=O)N[C@@H]2[C@@H](CNCC2)OC)C=C1Cl)OC (cis-4-amino-5-chloro-2-methoxy-N-(3-methoxy-4-piperidinyl)benzamide), [I-].[K+] (potassium iodide). Solvent: C(C)N(CC)CC (N,N-diethylethanamine). Conditions: temperature 60 celsius. Product: O.NC1=CC(=C(C(=O)N[C@@H]2[C@@H](CN(CC2)CCCOC2=CC=C(C=C2)F)OC)C=C1Cl)OC (cis-4-amino-5-chloro-N-[1-[3-(4-fluorophenoxy)propyl]-3-methoxy-4-piperidinyl]-2-methoxybenzamide monohydrate). The yield is 42.8%. Reaction SMILES: Cl[CH2:2][CH2:3][CH2:4][O:5][C:6]1[CH:11]=[CH:10][C:9]([F:12])=[CH:8][CH:7]=1.[NH2:13][C:14]1[C:30]([Cl:31])=[CH:29][C:17]([C:18]([NH:20][C@H:21]2[CH2:26][CH2:25][NH:24][CH2:23][C@H:22]2[O:27][CH3:28])=[O:19])=[C:16]([O:32][CH3:33])[CH:15]=1.[I-].[K+]>C(N(CC)CC)C>[OH2:5].[NH2:13][C:14]1[C:30]([Cl:31])=[CH:29][C:17]([C:18]([NH:20][C@H:21]2[CH2:26][CH2:25][N:24]([CH2:2][CH2:3][CH2:4][O:5][C:6]3[CH:11]=[CH:10][C:9]([F:12])=[CH:8][CH:7]=3)[CH2:23][C@H:22]2[O:27][CH3:28])=[O:19])=[C:16]([O:32][CH3:33])[CH:15]=1 |f:2.3,5.6|. Reported procedure: A mixture of 4.7 parts of 1-(3-chloropropoxy)-4-fluorobenzene, 3.015 parts of cis-4-amino-5-chloro-2-methoxy-N-(3-methoxy-4-piperidinyl)benzamide, 0.1 parts of potassium iodide, 3 parts of N,N-diethylethanamine and 45 parts of N,N-dimethylformiade was stirred and heated for 18 hours at 60° C. The reaction mixture was poured onto water. The precipitated product was filtered off and dissolved in trichloromethane. The solution was washed with water. The organic phase was separated, dried, filtered ... Starting materials: CCOP(=O)(CC(F)(F)CCO[Si](c1ccccc1)(c1ccccc1)C(C)(C)C)OCC, CO, Cl. Product: CCOP(=O)(CC(F)(F)CCO)OCC. Reaction SMILES: [C:1]([Si:2]([c:3]1[cH:4][cH:5][cH:21][cH:22][cH:23]1)([O:6][CH2:7][CH2:8][C:9]([CH2:10][P:11]([O:12][CH2:13][CH3:14])([O:15][CH2:16][CH3:17])=[O:18])([F:19])[F:20])[c:24]1[cH:25][cH:26][cH:27][cH:28][cH:29]1)([CH3:30])([CH3:31])[CH3:32].[CH3:34][OH:35].[ClH:33]>>[OH:6][CH2:7][CH2:8][C:9]([CH2:10][P:11]([O:12][CH2:13][CH3:14])([O:15][CH2:16][CH3:17])=[O:18])([F:19])[F:20]. The reactants are [C-]#N, O=C([O-])O, CCOC(C)=O, CN(C)C=O, CC1(c2ccc([N+](=O)[O-])c(Cl)c2)OCCO1, [Na+]. Yields the product CC1(c2ccc([N+](=O)[O-])c(C#N)c2)OCCO1. Reaction SMILES: [C-:17]#[N:18].[C:19](=[O:20])([OH:21])[O-:22].[CH3:24][CH2:25][O:26][C:27](=[O:28])[CH3:29].[CH3:30][N:31]([CH3:32])[CH:33]=[O:34].[Cl:1][c:2]1[cH:3][c:4]([C:11]2([CH3:16])[O:12][CH2:13][CH2:14][O:15]2)[cH:5][cH:6][c:7]1[N+:8](=[O:9])[O-:10].[Na+:23]>>[c:2]1([C:17]#[N:18])[cH:3][c:4]([C:11]2([CH3:16])[O:12][CH2:13][CH2:14][O:15]2)[cH:5][cH:6][c:7]1[N+:8](=[O:9])[O-:10]. The product is O=C(NCCCCC(NS(=O)(=O)c1ccccc1[N+](=O)[O-])C(=O)O)OCc1ccccc1, C1CCC(NC2CCCCC2)CC1. Reactants: NC(CCCCNC(=O)OCc1ccccc1)C(=O)O, CCOCC, C1CCC(NC2CCCCC2)CC1, O=[N+]([O-])c1ccccc1, [Na+], C1COCCO1, [OH-], O=S(=O)(Cl)Cl. RXN SMILES: [CH2:1]([c:2]1[cH:3][cH:4][cH:5][cH:6][cH:7]1)[O:8][C:9](=[O:10])[NH:11][CH2:12][CH2:13][CH2:14][CH2:15][CH:16]([NH2:17])[C:18](=[O:19])[OH:20].[CH3:56][CH2:57][O:58][CH2:59][CH3:60].[CH:41]1([NH:47][CH:48]2[CH2:49][CH2:50][CH2:51][CH2:52][CH2:53]2)[CH2:42][CH2:43][CH2:44][CH2:45][CH2:46]1.[N+:32](=[O:33])([O-:34])[c:35]1[cH:36][cH:37][cH:38][cH:39][cH:40]1.[Na+:55].[O:21]1[CH2:22][CH2:23][O:24][CH2:25][CH2:26]1.[OH-:54].[S:27](=[O:28])(=[O:29])([Cl:30])[Cl:31]>>[CH2:1]([c:2]1[cH:3][cH:4][cH:5][cH:6][cH:7]1)[O:8][C:9](=[O:10])[NH:11][CH2:12][CH2:13][CH2:14][CH2:15][CH:16]([NH:17][S:27](=[O:28])(=[O:29])[c:36]1[c:35]([N+:32](=[O:33])[O-:34])[cH:40][cH:39][cH:38][cH:37]1)[C:18](=[O:19])[OH:20].[CH:41]1([NH:47][CH:48]2[CH2:49][CH2:50][CH2:51][CH2:52][CH2:53]2)[CH2:42][CH2:43][CH2:44][CH2:45][CH2:46]1. The reactants are ClC1=C(CNC(=O)C2(CC2)C(F)(F)F)C=CC(=C1N)Cl (N-(2,4-dichloro-3-amino-benzyl)-1-trifluoromethyl-cyclopropane carboxamide), C(=S)(N1C(C=CC=C1)=O)N1C(C=CC=C1)=O (1,1′-thiocarbonyldi-2-pyridone). The product is ClC1=C(CNC(=O)C2(CC2)C(F)(F)F)C=CC(=C1N=C=S)Cl (N-(2,4-Dichloro-3-isothiocyanato-benzyl)-1-trifluoromethyl-cyclopropane carboxamide). RXN SMILES: [Cl:1][C:2]1[C:18]([NH2:19])=[C:17]([Cl:20])[CH:16]=[CH:15][C:3]=1[CH2:4][NH:5][C:6]([C:8]1([C:11]([F:14])([F:13])[F:12])[CH2:10][CH2:9]1)=[O:7].[C:21](N1C=CC=CC1=O)(N1C=CC=CC1=O)=[S:22]>>[Cl:1][C:2]1[C:18]([N:19]=[C:21]=[S:22])=[C:17]([Cl:20])[CH:16]=[CH:15][C:3]=1[CH2:4][NH:5][C:6]([C:8]1([C:11]([F:13])([F:14])[F:12])[CH2:10][CH2:9]1)=[O:7]. Procedure details: The title compound is prepared from N-(2,4-dichloro-3-amino-benzyl)-1-trifluoromethyl-cyclopropane carboxamide (150 mg, 0.45 mmol) and 1,1′-thiocarbonyldi-2-pyridone (89 mg, 0.38 mmol) in analogy to step Af. Reactants: CC(C)(C)OC(=O)NC1CCN(CCn2c(=O)ccc3ccc(C#N)cc32)CC1, C1COCCO1, Cc1ccccc1, ClC(Cl)Cl, Cl. The product is N#Cc1ccc2ccc(=O)n(CCN3CCC(N)CC3)c2c1. As a reaction SMILES: [C:1](#[N:2])[c:3]1[cH:4][cH:5][c:6]2[cH:7][cH:8][c:9](=[O:29])[n:10]([CH2:13][CH2:14][N:15]3[CH2:16][CH2:17][CH:18]([NH:21][C:22](=[O:23])[O:24][C:25]([CH3:26])([CH3:27])[CH3:28])[CH2:19][CH2:20]3)[c:11]2[cH:12]1.[CH2:42]1[O:43][CH2:44][CH2:45][O:46][CH2:47]1.[CH3:31][c:32]1[cH:33][cH:34][cH:35][cH:36][cH:37]1.[CH:38]([Cl:39])([Cl:40])[Cl:41].[ClH:30]>>[C:1](#[N:2])[c:3]1[cH:4][cH:5][c:6]2[cH:7][cH:8][c:9](=[O:29])[n:10]([CH2:13][CH2:14][N:15]3[CH2:16][CH2:17][CH:18]([NH2:21])[CH2:19][CH2:20]3)[c:11]2[cH:12]1. Starting materials: ClC1=NN=C(C2=CC=CC=C12)Cl (1,4-dichlorophthalazine), C[C@@H]1NC[C@H](NC1)C (trans-2,5-dimethyl piperazine). Run in ClCCl (dichloromethane). Conditions: temperature 130 celsius. Yields the product ClC1=NN=C(C2=CC=CC=C12)N1[C@H](CN[C@@H](C1)C)C (1-chloro-4-(trans-2,5-dimethylpiperazin-1-yl)phthalazine). Reaction SMILES: Cl[C:2]1[C:11]2[C:6](=[CH:7][CH:8]=[CH:9][CH:10]=2)[C:5]([Cl:12])=[N:4][N:3]=1.[CH3:13][C@H:14]1[CH2:19][NH:18][C@H:17]([CH3:20])[CH2:16][NH:15]1>ClCCl>[Cl:12][C:5]1[C:6]2[C:11](=[CH:10][CH:9]=[CH:8][CH:7]=2)[C:2]([N:15]2[CH2:16][C@@H:17]([CH3:20])[NH:18][CH2:19][C@@H:14]2[CH3:13])=[N:3][N:4]=1. Procedure: 1,4-dichlorophthalazine (1.0 g, 5 mmole) and trans-2,5-dimethyl piperazine were combined in a reaction vial and heated to 130° C. for 3 h with stirring. After cooling to room temperature, the solid residue was dissolved in 150 mL of dichloromethane and washed with 1×20 mL of 1:1 saturated NaHCO3 solution:H2O and 1×20 mL of saturated NaCl solution. The organic phase was dried over MgSO4, filtered, and concentrated. Purification by column chromatography (100:5:1 dichloromethane:methanol:triethylam...